From a dataset of the Open Reaction Database (ORD), a public repository of structured organic reaction records. describe an organic reaction: reactants, conditions, products, and yield Starting materials: C(CC)C1=C(C(=NC(=N1)C)NN)CC1=CC=C(C=C1)C1=C(C=CC=C1)C1=NN=NN1 (6-n-propyl-2-methyl-4-hydrazino-5-{[2'(5-tetrazolyl)-4-biphenylyl]methyl}pyrimidine), C(OCC)(OCC)OCC (triethyl orthoformate). Yields the product C(CC)C1=C(C=2N(C(=N1)C)C=NN2)CC2=CC=C(C=C2)C2=C(C=CC=C2)C2=NN=NN2 (7-n-propyl-5-methyl-8-{[2'-(5-tetrazolyl)-4biphenylyl]methyl}-1,2,4-triazolo[4,3-c]pyrimidine). RXN SMILES: [CH2:1]([C:4]1[N:9]=[C:8]([CH3:10])[N:7]=[C:6]([NH:11][NH2:12])[C:5]=1[CH2:13][C:14]1[CH:19]=[CH:18][C:17]([C:20]2[CH:25]=[CH:24][CH:23]=[CH:22][C:21]=2[C:26]2[NH:30][N:29]=[N:28][N:27]=2)=[CH:16][CH:15]=1)[CH2:2][CH3:3].[CH:31](OCC)(OCC)OCC>>[CH2:1]([C:4]1[N:9]=[C:8]([CH3:10])[N:7]2[CH:31]=[N:12][N:11]=[C:6]2[C:5]=1[CH2:13][C:14]1[CH:15]=[CH:16][C:17]([C:20]2[CH:25]=[CH:24][CH:23]=[CH:22][C:21]=2[C:26]2[NH:30][N:29]=[N:28][N:27]=2)=[CH:18][CH:19]=1)[CH2:2][CH3:3]. Procedure details: 4.8 g of 6-n-propyl-2-methyl-4-hydrazino-5-{[2'(5-tetrazolyl)-4-biphenylyl]methyl}pyrimidine, prepared in Example 67, are heated to reflux for 4 hours in 40 ml of triethyl orthoformate. The mixture is evaporated under vacuum and the residue is crystallised in an ethyl acetate/isopropyl ether mixture to give 1 g of 7-n-propyl-5-methyl-8-{[2'-(5-tetrazolyl)-4biphenylyl]methyl}-1,2,4-triazolo[4,3-c]pyrimidine in the form of crystals of melting point 182°-184° C.